The task is: describe an organic reaction: reactants, conditions, products, and yield. This data is from the Open Reaction Database (ORD), a public repository of structured organic reaction records. Starting materials: BrCC1=CC=C(S1)C(=O)OC (methyl 5-(bromomethyl)thiophene-2-carboxylate), CNCCCC (N-methylbutylamine). Run in CC(=O)C (acetone). Run at time 8 hour. The product is C(CCC)N(C)CC1=CC=C(S1)C(=O)OC (Methyl 5-{[butyl(methyl)amino]methyl}thiophene-2-carboxylate). Reaction SMILES: Br[CH2:2][C:3]1[S:7][C:6]([C:8]([O:10][CH3:11])=[O:9])=[CH:5][CH:4]=1.[CH3:12][NH:13][CH2:14][CH2:15][CH2:16][CH3:17]>CC(C)=O>[CH2:14]([N:13]([CH2:2][C:3]1[S:7][C:6]([C:8]([O:10][CH3:11])=[O:9])=[CH:5][CH:4]=1)[CH3:12])[CH2:15][CH2:16][CH3:17]. Reported procedure: To a solution of methyl 5-(bromomethyl)thiophene-2-carboxylate (350 mg, 1.49 mmol) in dry acetone (6.0 mL) is added N-methylbutylamine (533 μL, 4.47 mmol) and the solution stirred at room temperature overnight. The reaction is then concentrated under reduced pressure, redissolved in methylene chloride, washed with saturated sodium bicarbonate, water, and brine. The organic layer is then dried (sodium sulfate), filtered, and concentrated under reduced pressure to yield the title compound in pure ... Reactants: C1(=CC=CC=C1)P(C1=CC=CC=C1)C1=CC=CC=C1 (Triphenylphosphine), N(=NC(=O)OC(C)C)C(=O)OC(C)C (diisopropyl azodicarboxylate), CN1C(=NC=C1)CCO (2-(1-methyl-2-imidazolyl)ethanol), C(C1=CC=CC=C1)(=S)O (thiobenzoic acid). Run in C(C)(=O)OCC (ethyl acetate), O1CCCC1 (tetrahydrofuran), O1CCCC1 (tetrahydrofuran). Run at time 15 minute. Yields the product C(C1=CC=CC=C1)(=O)SCCC=1N(C=CN1)C (2-(2-Benzoylthioethyl)-1-methylimidazole). Reaction SMILES: C1(P(C2C=CC=CC=2)C2C=CC=CC=2)C=CC=CC=1.N(C(OC(C)C)=O)=NC(OC(C)C)=O.[CH3:34][N:35]1[CH:39]=[CH:38][N:37]=[C:36]1[CH2:40][CH2:41]O.[C:43]([OH:51])(=[S:50])[C:44]1[CH:49]=[CH:48][CH:47]=[CH:46][CH:45]=1>O1CCCC1.C(OCC)(=O)C>[C:43]([S:50][CH2:41][CH2:40][C:36]1[N:35]([CH3:34])[CH:39]=[CH:38][N:37]=1)(=[O:51])[C:44]1[CH:49]=[CH:48][CH:47]=[CH:46][CH:45]=1. Procedure details: Triphenylphosphine (10.48 g) was dissolved in tetrahydrofuran (120 ml). To the solution were added diisopropyl azodicarboxylate (8.07 g) at 0° C. The mixture was stirred for 15 minutes at the same temperature. To the mixture were added a solution of 2-(1-methyl-2-imidazolyl)ethanol (2.52 g) in tetrahydrofuran (10 ml) and thiobenzoic acid (4.7 ml) in the order mentioned. The mixture was stirred for 2.5 hours at 0° C. and then for 1 hour at room temperature. The reaction mixture was diluted with e... Starting materials: BrCC1CCCCC1, C#C[Si](C)(C)C, [Li]CCCC, C1CCOC1, CCCCCC, S=C=Nc1ccc(Cl)cc1. The product is C[Si](C)(C)C#CC(=Nc1ccc(Cl)cc1)SCC1CCCCC1. RXN SMILES: [Br:28][CH2:29][CH:30]1[CH2:31][CH2:32][CH2:33][CH2:34][CH2:35]1.[C:1](#[CH:2])[Si:3]([CH3:4])([CH3:5])[CH3:6].[CH2:13]([Li:14])[CH2:15][CH2:16][CH3:17].[CH2:36]1[O:37][CH2:38][CH2:39][CH2:40]1.[CH3:7][CH2:8][CH2:9][CH2:10][CH2:11][CH3:12].[Cl:18][c:19]1[cH:20][cH:21][c:22]([N:25]=[C:26]=[S:27])[cH:23][cH:24]1>>[C:1](#[C:2][C:26](=[N:25][c:22]1[cH:21][cH:20][c:19]([Cl:18])[cH:24][cH:23]1)[S:27][CH2:29][CH:30]1[CH2:31][CH2:32][CH2:33][CH2:34][CH2:35]1)[Si:3]([CH3:4])([CH3:5])[CH3:6]. Starting materials: ClC=1C=C(C(=O)OO)C=CC1 (m-chloroperoxybenzoic acid), COC1=CC=C(C=C1)SCC#CCOC1=CC=CC=C1 (1-(4-methoxyphenylthio)-4-phenoxybut-2-yne). The solvent is C(Cl)(Cl)Cl (chloroform), C(Cl)(Cl)Cl (chloroform). Run at time 18 hour. Yields the product COC1=CC2=C(SCC2C(COC2=CC=CC=C2)=O)C=C1 (1-(5-methoxy-2,3-dihydrobenzo[b]thiophen-3-yl)-2-phenoxyethanone). RXN SMILES: ClC1C=C(C=CC=1)C(OO)=[O:6].[CH3:12][O:13][C:14]1[CH:19]=[CH:18][C:17]([S:20][CH2:21][C:22]#[C:23][CH2:24][O:25][C:26]2[CH:31]=[CH:30][CH:29]=[CH:28][CH:27]=2)=[CH:16][CH:15]=1>C(Cl)(Cl)Cl>[CH3:12][O:13][C:14]1[CH:15]=[CH:16][C:17]2[S:20][CH2:21][CH:22]([C:23](=[O:6])[CH2:24][O:25][C:26]3[CH:27]=[CH:28][CH:29]=[CH:30][CH:31]=3)[C:18]=2[CH:19]=1. Procedure: A solution of m-chloroperoxybenzoic acid (55% purity; 15.2 g) in chloroform (300 ml) was added dropwise over 2.5 hours to a stirred, ice-cold solution of 1-(4-methoxyphenylthio)-4-phenoxybut-2-yne(13.7 g) in chloroform (125 ml), then the mixture was stirred at ambient temperature for 18 hours and filtered. The filtrate was washed with 5% sodium carbonate solution (3×150 ml) and water (3×100 ml), then dried (MgSO4) and filtered. The filtrate was heated under nitrogen at an external temperature of... Starting materials: C(C)(=O)OCC(=O)N(C=1C(=C(CCC(=O)[O-])C(=C(C1I)NC(COC(C)=O)=O)I)I)CCOC(C)=O (N,N′-Bis(acetoxyacetyl)-N-(2-acetoxyethyl)-3,5-diamino-2,4,6-triiodobenzylacetate), CO (methanol), Cl (HCl). Solvent: O (water), [OH-].[Na+] (NaOH). Reaction conditions: time 2 hour. The product is OCC(=O)N(C=1C(=C(CO)C(=C(C1I)NC(CO)=O)I)I)CCO (N,N′-Bis(hydroxyacetyl)-N-(2-hydroxyethyl)-3,5-diamino-2,4,6-triiodobenzylalcohol). As a reaction SMILES: C([O:4][CH2:5][C:6]([N:8]([CH2:31][CH2:32][O:33]C(=O)C)[C:9]1[C:10]([I:30])=[C:11]([C:17]([I:29])=[C:18]([NH:21][C:22](=[O:28])[CH2:23][O:24]C(=O)C)[C:19]=1[I:20])[CH2:12]CC([O-])=O)=[O:7])(=O)C.Cl.C[OH:39]>O.[OH-].[Na+]>[OH:4][CH2:5][C:6]([N:8]([CH2:31][CH2:32][OH:33])[C:9]1[C:10]([I:30])=[C:11]([C:17]([I:29])=[C:18]([NH:21][C:22](=[O:28])[CH2:23][OH:24])[C:19]=1[I:20])[CH2:12][OH:39])=[O:7] |f:4.5|. Reported procedure: N,N′-Bis(acetoxyacetyl)-N-(2-acetoxyethyl)-3,5-diamino-2,4,6-triiodobenzylacetate (0.50 g, 0.59 mmol) was dissolved in a mixture of methanol (5 ml), water (5 ml) and aqueous 1 M NaOH (1 ml). The solution was stirred for 2 h, pH was adjusted to 2 using aqueous HCl and the product was purified by preparative HPLC. Yield: 240 mg (67%). Starting materials: [NH4+].[Cl-] (NH4Cl), [N+](=O)([O-])C=1C=C2C(=C(C=NC2=CC1)C#N)NC1=CC=C(C=C1)OC1=CC=CC=C1 (6-nitro-4-((4-phenoxyphenyl)amino)quinoline-3-carbonitrile). The reagents and catalysts are [Fe] (Fe). Solvent: CO.O (methanol water). Yields the product NC=1C=C2C(=C(C=NC2=CC1)C#N)NC1=CC=C(C=C1)OC1=CC=CC=C1 (6-amino-4-((4-phenoxyphenyl)amino)quinoline-3-carbonitrile). Isolated yield 75.8%. As a reaction SMILES: [NH4+].[Cl-].[N+:3]([C:6]1[CH:7]=[C:8]2[C:13](=[CH:14][CH:15]=1)[N:12]=[CH:11][C:10]([C:16]#[N:17])=[C:9]2[NH:18][C:19]1[CH:24]=[CH:23][C:22]([O:25][C:26]2[CH:31]=[CH:30][CH:29]=[CH:28][CH:27]=2)=[CH:21][CH:20]=1)([O-])=O>CO.O.[Fe]>[NH2:3][C:6]1[CH:7]=[C:8]2[C:13](=[CH:14][CH:15]=1)[N:12]=[CH:11][C:10]([C:16]#[N:17])=[C:9]2[NH:18][C:19]1[CH:24]=[CH:23][C:22]([O:25][C:26]2[CH:27]=[CH:28][CH:29]=[CH:30][CH:31]=2)=[CH:21][CH:20]=1 |f:0.1,3.4|. Procedure details: Fe (2.9 g, 52.4 mmol, 4.0 eq) and NH4Cl was added to a solution of 6-nitro-4-((4-phenoxyphenyl)amino)quinoline-3-carbonitrile (5.0 g, 13.1 mmol, 1.0 eq) in methanol/water (50/50 mL). The mixture was heated to reflux for 8 hours, cool to room temperature and extracted with ethyl acetate (100×3 mL). The organic layers were combined, dried over anhydrous sodium sulfate. The crude product was purified by flash column chromatography on silica gel to give 6-amino-4-((4-phenoxyphenyl)amino)quinoline-3-... Starting materials: CCOC(C)=O, NCC(F)(F)F, Fc1cc(CN=C=S)ccc1OCC(F)(F)F. Yields the product Fc1cc(CNC(=S)NCC(F)(F)F)ccc1OCC(F)(F)F. RXN SMILES: [CH3:24][CH2:25][O:26][C:27](=[O:28])[CH3:29].[F:18][C:19]([CH2:20][NH2:21])([F:22])[F:23].[F:1][c:2]1[cH:3][c:4]([CH2:5][N:6]=[C:7]=[S:8])[cH:9][cH:10][c:11]1[O:12][CH2:13][C:14]([F:15])([F:16])[F:17]>>[F:1][c:2]1[cH:3][c:4]([CH2:5][NH:6][C:7](=[S:8])[NH:21][CH2:20][C:19]([F:18])([F:22])[F:23])[cH:9][cH:10][c:11]1[O:12][CH2:13][C:14]([F:15])([F:16])[F:17].